Dataset: the Open Reaction Database (ORD), a public repository of structured organic reaction records. Task: describe an organic reaction: reactants, conditions, products, and yield Reactants: NC=1C=C2C(=NNC2=CC1)C1=CC=C(C=C1)Cl (5-amino-3-(4-chlorophenyl)-1H-indazole), N1=CC=CC=C1 (pyridine), O (water), CS(=O)(=O)C1=C(C=CC=C1)S(=O)(=O)Cl (2-methylsulfonylbenzenesulfonyl chloride). The solvent is O1CCCC1 (tetrahydrofuran), O1CCCC1 (tetrahydrofuran). The product is ClC1=CC=C(C=C1)C1=NNC2=CC=C(C=C12)NS(=O)(=O)C1=C(C=CC=C1)S(=O)(=O)C (N-[3-(4-chlorophenyl)-1H-indazol-5-yl]-2-methylsulfonylbenzenesulfonamide). Yield: 92.6%. As a reaction SMILES: [CH3:1][S:2]([C:5]1[CH:10]=[CH:9][CH:8]=[CH:7][C:6]=1[S:11](Cl)(=[O:13])=[O:12])(=[O:4])=[O:3].[NH2:15][C:16]1[CH:17]=[C:18]2[C:22](=[CH:23][CH:24]=1)[NH:21][N:20]=[C:19]2[C:25]1[CH:30]=[CH:29][C:28]([Cl:31])=[CH:27][CH:26]=1.N1C=CC=CC=1.O>O1CCCC1>[Cl:31][C:28]1[CH:27]=[CH:26][C:25]([C:19]2[C:18]3[C:22](=[CH:23][CH:24]=[C:16]([NH:15][S:11]([C:6]4[CH:7]=[CH:8][CH:9]=[CH:10][C:5]=4[S:2]([CH3:1])(=[O:4])=[O:3])(=[O:13])=[O:12])[CH:17]=3)[NH:21][N:20]=2)=[CH:30][CH:29]=1. Procedure: N-[3-(4-Chlorophenyl)-1H-indazol-5-yl]-2-methylsulfonylbenzenesulfonamide can be obtained in the following way: a solution of 0.515 g 2-methylsulfonylbenzenesulfonyl chloride in 3 ml of tetrahydrofuran is added dropwise to a solution, cooled to 0° C., of 0.45 g of 5-amino-3-(4-chlorophenyl)-1H-indazole, of 15 ml of tetrahydrofuran and of 0.165 ml of pyridine. After reacting for 30 minutes at a temperature in the region of 0° C. and 2 hours at a temperature in the region of 20° C., 50 ml of disti... Reactants: CCCCCCCN(C)CCCCCCC, C1CCOC1, OO, [Pt]. Yields the product CCCCCCC[N+](C)([O-])CCCCCCC. As a reaction SMILES: [CH2:1]([CH2:2][CH2:3][CH2:4][CH2:5][CH2:6][CH3:7])[N:8]([CH3:9])[CH2:10][CH2:11][CH2:12][CH2:13][CH2:14][CH2:15][CH3:16].[O:19]1[CH2:20][CH2:21][CH2:22][CH2:23]1.[OH:17][OH:18].[Pt:24]>>[CH2:1]([CH2:2][CH2:3][CH2:4][CH2:5][CH2:6][CH3:7])[N+:8]([CH3:9])([CH2:10][CH2:11][CH2:12][CH2:13][CH2:14][CH2:15][CH3:16])[O-:17]. Reactants: BrC=1C=NN(C1OC)C1=NC=C(C(=O)NCC2CCOCC2)C=C1 (6-(4-bromo-5-methoxy-1H-pyrazol-1-yl)-N-((tetrahydro-2H-pyran-4-yl)methyl)nicotinamide), C(#N)C1=C(C=C(C=C1)B(O)O)OC ((4-cyano-3-methoxyphenyl)boronic acid). Yields the product C(#N)C1=C(C=C(C=C1)C=1C=NN(C1O)C1=NC=C(C(=O)NCC2CCOCC2)C=C1)OC (6-(4-(4-cyano-3-methoxyphenyl)-5-hydroxy-1H-pyrazol-1-yl)-N-((tetrahydro-2H-pyran-4-yl)methyl)nicotinamide). Reaction SMILES: Br[C:2]1[CH:3]=[N:4][N:5]([C:9]2[CH:24]=[CH:23][C:12]([C:13]([NH:15][CH2:16][CH:17]3[CH2:22][CH2:21][O:20][CH2:19][CH2:18]3)=[O:14])=[CH:11][N:10]=2)[C:6]=1[O:7]C.[C:25]([C:27]1[CH:32]=[CH:31][C:30](B(O)O)=[CH:29][C:28]=1[O:36][CH3:37])#[N:26]>>[C:25]([C:27]1[CH:32]=[CH:31][C:30]([C:2]2[CH:3]=[N:4][N:5]([C:9]3[CH:24]=[CH:23][C:12]([C:13]([NH:15][CH2:16][CH:17]4[CH2:22][CH2:21][O:20][CH2:19][CH2:18]4)=[O:14])=[CH:11][N:10]=3)[C:6]=2[OH:7])=[CH:29][C:28]=1[O:36][CH3:37])#[N:26]. Reported procedure: The title compound was prepared in a manner similar to Example 213 using 6-(4-bromo-5-methoxy-1H-pyrazol-1-yl)-N-((tetrahydro-2H-pyran-4-yl)methyl)nicotinamide (50 mg, 0.127 mmol), (4-cyano-3-methoxyphenyl)boronic acid. 1H NMR (400 MHz, DMSO-d6) δ 1.14 (d, J=10.6 Hz, 2H) 1.55 (d, J=11.9 Hz, 3H) 3.11 (br. s., 2H) 3.72-3.90 (m, 7H) 6.47 (s, 1H) 7.41 (d, J=15.4 Hz, 3H) 7.77 (br. s., 1H) 8.03-8.23 (m, 3H) 8.41-8.60 (m, 2H) 8.77 (br. s., 1H). MS m/z [M+H]+ 434.4. Starting materials: NCCCS (1-amino-3-propanethiol), ClC(=C[N+](=O)[O-])Cl (2,2-dichloronitroethylene), [OH-].[Na+] (caustic soda). Run in CO (methanol), CO (methanol), CO (methanol). Run at temperature 0 celsius, time 1 hour. Product: [N+](=O)([O-])C=C1SCCCN1 (tetrahydro-2-(nitromethylene)-1,3-thiazine). Yield: 93.7%. Reaction SMILES: [NH2:1][CH2:2][CH2:3][CH2:4][SH:5].[OH-].[Na+].Cl[C:9](Cl)=[CH:10][N+:11]([O-:13])=[O:12]>CO>[N+:11]([CH:10]=[C:9]1[NH:1][CH2:2][CH2:3][CH2:4][S:5]1)([O-:13])=[O:12] |f:1.2|. Reported procedure: Into 40 ml of methanol was added 5.5 g of 1-amino-3-propanethiol, followed by stirring, to be completely dissolved therein. Then, the mixture was cooled to 0° C. While stirring the solution, about 1/3-aliquot of a solution of 2.4 g of caustic soda dissolved in 20 ml of methanol was added dropwise thereinto, and the remainder of about 2/3-aliquot of the solution and a solution of 2.8 g of 2,2-dichloronitroethylene diluted in 10 ml of methanol were added dropwise slowly over 50 minutes, and the re... Starting materials: FC(=CCN(CCCCC[C@H]1[C@H]2[C@@H]3CCC([C@@]3(C)C[C@@H]([C@@H]2C=2C=CC(=CC2C1)O)F)=O)C)C(C(C(C(C(F)(F)F)(F)F)(F)F)(F)F)(F)F (7α-{5-[(3,4,4,5,5,6,6,7,7,8,8,8-dodecafluor-oct-2-enyl)-methyl-amino]-pentyl}-11β-fluoro-3-hydroxy-estra-1,3,5(10)-trien-17-one), [BH4-].[Na+] (sodium borohydride). The solvent is CO (methanol). Reaction conditions: time 15 minute. The product is FC(=CCN(CCCCC[C@H]1[C@H]2[C@@H]3CC[C@@H]([C@@]3(C)C[C@@H]([C@@H]2C=2C=CC(=CC2C1)O)F)O)C)C(C(C(C(C(F)(F)F)(F)F)(F)F)(F)F)(F)F (7α-{5-[(3,4,4,5,5,6,6,7,7,8,8,8-dodecafluor-oct-2-enyl)-methyl-amino]-pentyl}-11β-fluor-estra-1,3,5(10)-triene-3,17β-diol). The yield is 13.3%. Reaction SMILES: [F:1][C:2]([C:33]([F:48])([F:47])[C:34]([F:46])([F:45])[C:35]([F:44])([F:43])[C:36]([F:42])([F:41])[C:37]([F:40])([F:39])[F:38])=[CH:3][CH2:4][N:5]([CH3:32])[CH2:6][CH2:7][CH2:8][CH2:9][CH2:10][C@@H:11]1[CH2:28][C:27]2[CH:26]=[C:25]([OH:29])[CH:24]=[CH:23][C:22]=2[C@@H:21]2[C@@H:12]1[C@H:13]1[C@@:17]([CH2:19][C@@H:20]2[F:30])([CH3:18])[C:16](=[O:31])[CH2:15][CH2:14]1.[BH4-].[Na+]>CO>[F:1][C:2]([C:33]([F:47])([F:48])[C:34]([F:45])([F:46])[C:35]([F:43])([F:44])[C:36]([F:41])([F:42])[C:37]([F:40])([F:39])[F:38])=[CH:3][CH2:4][N:5]([CH3:32])[CH2:6][CH2:7][CH2:8][CH2:9][CH2:10][C@@H:11]1[CH2:28][C:27]2[CH:26]=[C:25]([OH:29])[CH:24]=[CH:23][C:22]=2[C@@H:21]2[C@@H:12]1[C@H:13]1[C@@:17]([CH2:19][C@@H:20]2[F:30])([CH3:18])[C@@H:16]([OH:31])[CH2:15][CH2:14]1 |f:1.2|. Procedure details: 2.4 g of 7α-{5-[(3,4,4,5,5,6,6,7,7,8,8,8-dodecafluor-oct-2-enyl)-methyl-amino]-pentyl}-11β-fluoro-3-hydroxy-estra-1,3,5(10)-trien-17-one is dissolved in 15 ml of methanol and carefully mixed with 222 mg of sodium borohydride. After 15 minutes of stirring at room temperature, the batch is added to saturated common salt solution, extracted with methylene chloride, dried on magnesium sulfate and concentrated by evaporation in a vacuum. After the crude product is chromatographed on silica gel with e... Reactants: C(CCCCCCCCC)C12C=CC(CC1)C2 (Decyl Norbornene), C(CCCCCCCCC)C12C=CC(CC1)C2 (DeNB), C=CCCCC (1-hexene), Pd1446. Run in ClCCl (dichloromethane), C1(=CC=CC=C1)C (toluene), C1(=CC=CC=C1)C (toluene), C1CCOC1 (THF). Run at temperature 80 celsius. The product is C(CCCCCCCCC)C12C=CC(CC1)C2.C1(=CC=CC=C1)CCC12C=CC(CC1)C2 (Decyl Norbornene Phenylethyl Norbornene). As a reaction SMILES: [CH2:1]([C:11]12[CH2:17][CH:14]([CH2:15][CH2:16]1)[CH:13]=[CH:12]2)[CH2:2][CH2:3][CH2:4][CH2:5][CH2:6][CH2:7][CH2:8][CH2:9][CH3:10].C=CCCCC>ClCCl.C1COCC1.C1(C)C=CC=CC=1>[CH2:1]([C:11]12[CH2:17][CH:14]([CH2:15][CH2:16]1)[CH:13]=[CH:12]2)[CH2:2][CH2:3][CH2:4][CH2:5][CH2:6][CH2:7][CH2:8][CH2:9][CH3:10].[C:3]1([CH2:2][CH2:1][C:11]23[CH2:17][CH:14]([CH2:15][CH2:16]2)[CH:13]=[CH:12]3)[CH:4]=[CH:5][CH:6]=[CH:7][CH:8]=1 |f:5.6|. Reported procedure: Decyl Norbornene (DeNB, CAS 22094-85-5) (6.84 g, 0.029 mol), PENB (23.16 g, 0.117 mol), 1-hexene (12.26 g, 0.146 mol) and toluene (170.0 g) were combined in a 500 mL serum bottle and heated to 80° C. in an oil bath to form a solution. To this solution were injected Pd1446 (0.0084 g, 5.84E-06 mol) and DANFABA (0.019 g, 2.33E-5 mol), each in the form of a concentrated solution in dichloromethane. After addition, the resulting mixture was maintained at 80° C. for 50 minutes. The copolymer was preci... Starting materials: Nc1cc(Cl)ccc1Nc1ccccc1C(=O)O, Cc1ccccc1C. Yields the product O=C1Nc2cc(Cl)ccc2Nc2ccccc21. As a reaction SMILES: [NH2:1][c:2]1[c:3]([NH:9][c:10]2[c:11]([C:12](=[O:13])[OH:14])[cH:15][cH:16][cH:17][cH:18]2)[cH:4][cH:5][c:6]([Cl:8])[cH:7]1.[c:19]1([CH3:20])[c:21]([CH3:22])[cH:23][cH:24][cH:25][cH:26]1>>[NH:1]1[c:2]2[c:3]([cH:4][cH:5][c:6]([Cl:8])[cH:7]2)[NH:9][c:10]2[c:11]([cH:15][cH:16][cH:17][cH:18]2)[C:12]1=[O:13].